This data is from the Open Reaction Database (ORD), a public repository of structured organic reaction records. The task is: describe an organic reaction: reactants, conditions, products, and yield Reported procedure: Dissolve 4-chloro-1-(4-isopropyl-phenyl)-butan-1-one (20 g, 124 mmol) and 2,2′-Azolons (2-methylpropionitrile) (0.5 g) in methylene chloride (100 mL) and cool to 5° C. Add a suspension of N-bromosuccinimide (12 g) in methylene chloride (50 mL) and irradiate with light (150 Watt lamp), maintaining the temperature at 5° C. After 2, 3 and 7 hour time periods, add additional N-bromosuccinimide (6 g, 6 g, 2.8 g) and continue stirring. After 7.5 hours, wash with water (200 mL) and with 0.4M sodium hyd... Run at temperature 5 celsius, time 7.5 hour. The yield is 165.6%. RXN SMILES: Cl[CH2:2][CH2:3][CH2:4][C:5]([C:7]1[CH:12]=[CH:11][C:10]([CH:13](C)C)=[CH:9][CH:8]=1)=[O:6].[Br:16]N1C(=O)CCC1=O>C(Cl)Cl>[Br:16][CH2:13][C:10]1[CH:9]=[CH:8][C:7]([C:5]([CH:4]2[CH2:3][CH2:2]2)=[O:6])=[CH:12][CH:11]=1. Run in C(Cl)Cl (methylene chloride), C(Cl)Cl (methylene chloride). Product: BrCC1=CC=C(C=C1)C(=O)C1CC1 ((4-Bromomethyl-phenyl)-cyclopropyl-methanone). Starting materials: BrN1C(CCC1=O)=O (N-bromosuccinimide), BrN1C(CCC1=O)=O (N-bromosuccinimide), ClCCCC(=O)C1=CC=C(C=C1)C(C)C (4-chloro-1-(4-isopropyl-phenyl)-butan-1-one), 2,2′-Azolons. Reactants: Br, CCCNC1CCc2c(ccc(O)c2N)C1, CC(=O)OC(C)=O, CCOCC, O=CO. Yields the product Br, CCCNC1CCc2c(ccc(O)c2NC=O)C1. Reaction SMILES: [BrH:1].[CH2:2]([CH2:3][CH3:4])[NH:5][CH:6]1[CH2:7][c:8]2[cH:9][cH:10][c:11]([OH:17])[c:12]([NH2:16])[c:13]2[CH2:14][CH2:15]1.[CH3:21][C:22]([O:23][C:24](=[O:25])[CH3:26])=[O:27].[CH3:28][CH2:29][O:30][CH2:31][CH3:32].[CH:18](=[O:19])[OH:20]>>[BrH:1].[CH2:2]([CH2:3][CH3:4])[NH:5][CH:6]1[CH2:7][c:8]2[cH:9][cH:10][c:11]([OH:17])[c:12]([NH:16][CH:18]=[O:19])[c:13]2[CH2:14][CH2:15]1. The reactants are Cl.N[C@@H]1CC[C@H](CC1)NC(=O)C1=C(NC2=C1N=CN=C2C2=C(C=CC(=C2)OC)OCC2CC2)C (N-(trans-4-aminocyclohexyl)-4-[2-(cyclopropylmethoxy)-5-methoxyphenyl]-6-methyl-5H-pyrrolo[3,2-d]pyrimidine-7-carboxamide hydrochloride), COCC(=O)Cl (methoxy-acetyl chloride). Product: C1(CC1)COC1=C(C=C(C=C1)OC)C=1C2=C(N=CN1)C(=C(N2)C)C(=O)N[C@@H]2CC[C@H](CC2)NC(COC)=O (4-[2-(Cyclopropylmethoxy)-5-methoxyphenyl]-N-{trans-4-[(methoxyacetyl)amino]cyclohexyl}-6-methyl-5H-pyrrolo[3,2-d]pyrimidine-7-carboxamide). Reaction SMILES: Cl.[NH2:2][C@H:3]1[CH2:8][CH2:7][C@H:6]([NH:9][C:10]([C:12]2[C:16]3[N:17]=[CH:18][N:19]=[C:20]([C:21]4[CH:26]=[C:25]([O:27][CH3:28])[CH:24]=[CH:23][C:22]=4[O:29][CH2:30][CH:31]4[CH2:33][CH2:32]4)[C:15]=3[NH:14][C:13]=2[CH3:34])=[O:11])[CH2:5][CH2:4]1.[CH3:35][O:36][CH2:37][C:38](Cl)=[O:39]>>[CH:31]1([CH2:30][O:29][C:22]2[CH:23]=[CH:24][C:25]([O:27][CH3:28])=[CH:26][C:21]=2[C:20]2[C:15]3[NH:14][C:13]([CH3:34])=[C:12]([C:10]([NH:9][C@H:6]4[CH2:7][CH2:8][C@H:3]([NH:2][C:38](=[O:39])[CH2:37][O:36][CH3:35])[CH2:4][CH2:5]4)=[O:11])[C:16]=3[N:17]=[CH:18][N:19]=2)[CH2:32][CH2:33]1 |f:0.1|. Procedure details: Starting from N-(trans-4-aminocyclohexyl)-4-[2-(cyclopropylmethoxy)-5-methoxyphenyl]-6-methyl-5H-pyrrolo[3,2-d]pyrimidine-7-carboxamide hydrochloride (example D.f24) and commercially available methoxy-acetyl chloride the title compound is obtained as colorless solid. The reactants are DNA, DNA, NCCCCCCCCN (1,8-Diaminooctane), S([O-])(O)=O.[Na+].NC(=CCCCCCC)N (sodium bisulfite diaminooctene), S(=O)([O-])[O-].[Na+].[Na+] (sodium sulfite), S(=O)(=O)([O-])S(=O)[O-].[Na+].[Na+] (sodium metabisulfite), Cl (hydrochloric acid). Solvent: O (water), O (water). Conditions: temperature 100 celsius. Product: S([O-])(O)=O.[Na+] (Sodium bisulfite), S([O-])(O)=O (bisulfite), C(CCCCN)CCCN (diaminooctane). As a reaction SMILES: [S:1]([O-:4])([O-:3])=[O:2].[Na+:5].[Na+].[S:7](S([O-])=O)([O-:10])(=[O:9])=[O:8].[Na+].[Na+].[NH2:16][CH2:17][CH2:18][CH2:19][CH2:20][CH2:21][CH2:22][CH2:23][CH2:24][NH2:25].Cl.S(=O)(O)[O-].[Na+].NC(N)=CCCCCCC>O>[S:1](=[O:2])([OH:4])[O-:3].[Na+:5].[S:7](=[O:8])([OH:10])[O-:9].[CH2:21]([CH2:22][CH2:23][CH2:24][NH2:25])[CH2:20][CH2:19][CH2:18][CH2:17][NH2:16] |f:0.1.2,3.4.5,8.9.10,12.13|. Reported procedure: Sodium bisulfite was prepared by adding 3.15 g of sodium sulfite and 7.15 g of sodium metabisulfite to 25 ml of water. 1,8-Diaminooctane (7.2 g) was added and the pH was adjusted to 7 with concentrated hydrochloric acid. Calf thymus DNA (Sigma, 139 mg) was dissolved in 20 mL of water and denatured by heating to 100° C. for 30 min followed by rapid cooling in an ice bath. The single stranded DNA was then sonicated for 40 min at 0° C. and added to the sodium bisulfite-diaminooctene solution. This ... Reagents/catalysts: [Pd] (Pd/C). Run in CO (methanol), CO (methanol). Yield: 79.4%. RXN SMILES: [C:1]([N:4]1[C:12]2[C:7](=[CH:8][C:9]([N+:17]([O-])=O)=[C:10]([S:13]([OH:16])(=[O:15])=[O:14])[CH:11]=2)[CH2:6][CH2:5]1)(=[O:3])[CH3:2].CN(C=O)C>CO.[Pd]>[C:1]([N:4]1[C:12]2[C:7](=[CH:8][C:9]([NH2:17])=[C:10]([S:13]([OH:16])(=[O:15])=[O:14])[CH:11]=2)[CH2:6][CH2:5]1)(=[O:3])[CH3:2]. Product: C(C)(=O)N1CCC2=CC(=C(C=C12)S(=O)(=O)O)N (1-acetyl-5-aminoindoline-6-sulfonic acid). Reactants: C(C)(=O)N1CCC2=CC(=C(C=C12)S(=O)(=O)O)[N+](=O)[O-] (1-acetyl-5-nitroindoline-6-sulfonic acid), C(C)(=O)N1CCC2=CC(=C(C=C12)S(=O)(=O)O)[N+](=O)[O-] (1-acetyl-5-nitroindoline-6-sulfonic acid), CN(C)C=O (DMF). Procedure: A suspension of 1-acetyl-5-nitroindoline-6-sulfonic acid (Compound 2-3 in Scheme II) (9.0 g) in 250 mL of methanol was hydrogenated in the presence of 0.5 g of 10% Pd/C for 3 h. DMF (˜250 mL) was added to dissolve the precipitated product. The catalyst was removed by filtration through Celite® and the filtrate was concentrated to give a solid. The solid was suspended in methanol (50 mL), filtered and washed with small amount of methanol and ether. Drying under vacuum afforded 6.4 g of the desire...